This data is from the Open Reaction Database (ORD), a public repository of structured organic reaction records. The task is: describe an organic reaction: reactants, conditions, products, and yield Procedure: Prepared analogously to Example G from 1-amino- 5,5-dimethyl-cyclohexen-3-one and acrylic acid at 140° C. for 3 hours. Yields the product CC1(CC(C=2CCC(NC2C1)=O)=O)C (7,7-Dimethyl-3,4,7,8-tetrahydro-2,5(1H,6H)-quinolinedione). As a reaction SMILES: [NH2:1][C:2]1[CH2:7][C:6]([CH3:9])([CH3:8])[CH2:5][C:4](=[O:10])[CH:3]=1.[C:11](O)(=[O:14])[CH:12]=[CH2:13]>>[CH3:8][C:6]1([CH3:9])[CH2:7][C:2]2[NH:1][C:11](=[O:14])[CH2:12][CH2:13][C:3]=2[C:4](=[O:10])[CH2:5]1. Starting materials: NC1=CC(CC(C1)(C)C)=O (1-amino- 5,5-dimethyl-cyclohexen-3-one), C(C=C)(=O)O (acrylic acid).